Dataset: the Open Reaction Database (ORD), a public repository of structured organic reaction records. Task: describe an organic reaction: reactants, conditions, products, and yield Reactants: ClC1=CC=C2C(=N1)N(C(N2CC2CC2)=O)C (5-chloro-1-(cyclopropylmethyl)-3-methyl-1,3-dihydro-2H-imidazo[4,5-b]pyridin-2-one), C(=O)([O-])[O-].[Cs+].[Cs+] (Cs2CO3), FC(S(=O)(=O)OC=1C2CN(C(C1)CC2)C2=CC=C(C=C2)OC)(F)F (2-(4-Methoxyphenyl)-2-azabicyclo[2.2.2]oct-5-en-5-yl trifluoromethanesulfonate), bis(pinocolato)diboron, C(C)(=O)[O-].[K+] (potassium acetate). The reagents and catalysts are CC(C)([P](C(C)(C)C)([Pd][P](C(C)(C)C)(C(C)(C)C)C(C)(C)C)C(C)(C)C)C (bis(tri-tert-butylphosphine)palladium(0)), C1=CC=C(C=C1)P([C-]2C=CC=C2)C3=CC=CC=C3.C1=CC=C(C=C1)P([C-]2C=CC=C2)C3=CC=CC=C3.Cl[Pd]Cl.[Fe+2] (PdCl2(dppf)). Solvent: O (water), O1CCOCC1 (1,4-dioxane). Reaction conditions: temperature 60 celsius, time 18 hour. The product is CC(CN1C(N(C2=NC(=CC=C21)C=2C1CN(C(C2)CC1)C1=CC=C(C=C1)OC)C)=O)(C)C (1-(2,2-Dimethylpropyl)-5-[2-(4-methoxyphenyl)-2-azabicyclo[2.2.2]oct-5-en-5-yl]-3-methyl-1,3-dihydro-2H-imidazo[4,5-b]pyridin-2-one). As a reaction SMILES: FC(F)(F)S(O[C:7]1[CH:8]2[CH2:14][CH2:13][CH:11]([CH:12]=1)[N:10]([C:15]1[CH:20]=[CH:19][C:18]([O:21][CH3:22])=[CH:17][CH:16]=1)[CH2:9]2)(=O)=O.[C:25]([O-])(=O)C.[K+].Cl[C:31]1[N:36]=[C:35]2[N:37]([CH3:45])[C:38](=[O:44])[N:39]([CH2:40][CH:41]3[CH2:43][CH2:42]3)[C:34]2=[CH:33][CH:32]=1.C([O-])([O-])=O.[Cs+].[Cs+]>C1C=CC(P(C2C=CC=CC=2)[C-]2C=CC=C2)=CC=1.C1C=CC(P(C2C=CC=CC=2)[C-]2C=CC=C2)=CC=1.Cl[Pd]Cl.[Fe+2].CC(C)([P](C(C)(C)C)([Pd][P](C(C)(C)C)(C(C)(C)C)C(C)(C)C)C(C)(C)C)C.O.O1CCOCC1>[CH3:25][C:41]([CH3:42])([CH3:43])[CH2:40][N:39]1[C:34]2[C:35](=[N:36][C:31]([C:7]3[CH:8]4[CH2:14][CH2:13][CH:11]([CH:12]=3)[N:10]([C:15]3[CH:20]=[CH:19][C:18]([O:21][CH3:22])=[CH:17][CH:16]=3)[CH2:9]4)=[CH:32][CH:33]=2)[N:37]([CH3:45])[C:38]1=[O:44] |f:1.2,4.5.6,7.8.9.10,^1:94,100|. Procedure details: 2-(4-Methoxyphenyl)-2-azabicyclo[2.2.2]oct-5-en-5-yl trifluoromethanesulfonate (2-3, 6.2 g, 17.1 mmol, 1.0 equiv), bis(pinocolato)diboron (4.8 g, 18.8 mmol, 1.1 equiv), potassium acetate (5.0 g, 51.2 mmol, 3.0 equiv) and PdCl2(dppf) (0.87 g, 1.2 mmol, 0.07 equiv) were added to anhydrous 1,4-dioxane (22 mL) and heated to 60° C. After 18 h, the reaction contents were cooled to RT, followed by the subsequent addition of water (4.3 mL), 5-chloro-1-(2,2-dimethylpropyl)-3-methyl-1,3-dihydro-2H-imidazo... The reactants are BrC=1C=C(C=CC1)C1=NN(C2=C1CC=1SC=CC21)COCC[Si](C)(C)C (6-(3-Bromo-phenyl)-4-(2-trimethylsilanyl-ethoxymethyl)-4,7-dihydro-1-thia-4,5-diaza-cyclopenta[a]pentalene), C(C)(=O)N (acetamide), C(=O)([O-])[O-].[Cs+].[Cs+] (Cs2CO3), CC1(C2=C(C(=CC=C2)P(C3=CC=CC=C3)C4=CC=CC=C4)OC5=C(C=CC=C51)P(C6=CC=CC=C6)C7=CC=CC=C7)C (Xantphos). Reagents/catalysts: CC(=O)[O-].CC(=O)[O-].[Pd+2] (Pd(OAc)2). Run in O1CCOCC1 (dioxane). Conditions: temperature 100 celsius. Yields the product C[Si](CCOCN1N=C(C2=C1C=1C=CSC1C2)C=2C=C(C=CC2)NC(C)=O)(C)C (N-{3-[4-(2-Trimethylsilanyl-ethoxymethyl)-4,7-dihydro-1-thia-4,5-diaza-cyclopenta[a]pentalen-6-yl]-phenyl}-acetamide). Isolated yield 75.0%. RXN SMILES: Br[C:2]1[CH:3]=[C:4]([C:8]2[C:12]3[CH2:13][C:14]4[S:15][CH:16]=[CH:17][C:18]=4[C:11]=3[N:10]([CH2:19][O:20][CH2:21][CH2:22][Si:23]([CH3:26])([CH3:25])[CH3:24])[N:9]=2)[CH:5]=[CH:6][CH:7]=1.[C:27]([NH2:30])(=[O:29])[CH3:28].C([O-])([O-])=O.[Cs+].[Cs+].CC1(C)C2C(=C(P(C3C=CC=CC=3)C3C=CC=CC=3)C=CC=2)OC2C(P(C3C=CC=CC=3)C3C=CC=CC=3)=CC=CC1=2>O1CCOCC1.CC([O-])=O.CC([O-])=O.[Pd+2]>[CH3:24][Si:23]([CH3:26])([CH3:25])[CH2:22][CH2:21][O:20][CH2:19][N:10]1[C:11]2[C:18]3[CH:17]=[CH:16][S:15][C:14]=3[CH2:13][C:12]=2[C:8]([C:4]2[CH:3]=[C:2]([NH:30][C:27](=[O:29])[CH3:28])[CH:7]=[CH:6][CH:5]=2)=[N:9]1 |f:2.3.4,7.8.9|. Procedure details: A mixture of the corresponding intermediate 6-(3-Bromo-phenyl)-4-(2-trimethylsilanyl-ethoxymethyl)-4,7-dihydro-1-thia-4,5-diaza-cyclopenta[a]pentalene (0.45 g, 1.0 mmol), acetamide (0.15 g, 2.5 mmol), Cs2CO3 (2 M, 3.0 mL), Xantphos (58 mg, 0.1 mmol) and Pd(OAc)2 (22 mg, 0.1 mmol) in dioxane (5 mL) was heated at 100° C. for 8 hr. The solution was cooled to room temperature and extracted with ethyl acetate. The target product was purified by gravity column chromatography (50% EtOAc in hexane) to g...